From a dataset of the Open Reaction Database (ORD), a public repository of structured organic reaction records. describe an organic reaction: reactants, conditions, products, and yield Reactants: Cc1cc(O)c2cc(C#N)ccc2n1, CC1=Nc2ccc(C#N)cc2C(=O)C1, O=C([O-])O, O=CO, [Na+]. Yields the product CC1=Nc2ccc(C=O)cc2C(=O)C1. RXN SMILES: [C:15]([c:16]1[cH:17][c:18]2[c:19]([cH:20][cH:21]1)[n:22][c:23]([CH3:24])[cH:25][c:26]2[OH:28])#[N:27].[C:1](#[N:2])[c:3]1[cH:4][c:5]2[c:10]([cH:11][cH:12]1)[N:9]=[C:8]([CH3:13])[CH2:7][C:6]2=[O:14].[C:29](=[O:30])([OH:31])[O-:32].[CH:34]([OH:35])=[O:36].[Na+:33]>>[CH:1]([c:3]1[cH:4][c:5]2[c:10]([cH:11][cH:12]1)[N:9]=[C:8]([CH3:13])[CH2:7][C:6]2=[O:14])=[O:28]. Starting materials: C(C1=CC=CC=C1)OCC1CCC2(CNC(O2)=O)CC1 (8-(benzyloxymethyl)-1-oxa-3-azaspiro[4.5]decan-2-one). The reagents and catalysts are [OH-].[OH-].[Pd+2] (palladium hydroxide on carbon). Run in C(C)O (ethanol). Reaction conditions: time 3 hour. Product: OCC1CCC2(CNC(O2)=O)CC1 (8-(hydroxymethyl)-1-oxa-3-azaspiro[4.5]decan-2-one). Reaction SMILES: C([O:8][CH2:9][CH:10]1[CH2:20][CH2:19][C:13]2([O:17][C:16](=[O:18])[NH:15][CH2:14]2)[CH2:12][CH2:11]1)C1C=CC=CC=1>C(O)C.[OH-].[OH-].[Pd+2]>[OH:8][CH2:9][CH:10]1[CH2:20][CH2:19][C:13]2([O:17][C:16](=[O:18])[NH:15][CH2:14]2)[CH2:12][CH2:11]1 |f:2.3.4|. Procedure: A solution of EXAMPLE 385B (500 mg) in ethanol was added to wet 20% palladium hydroxide on carbon (2500 mg) in a 50 ml pressure bottle. The mixture was stirred at ambient temperature for 3 hours under hydrogen at 30 psi. The mixture was filtered and concentrated to provide the title compound.